This data is from the Open Reaction Database (ORD), a public repository of structured organic reaction records. The task is: describe an organic reaction: reactants, conditions, products, and yield Reactants: ClC1=CC=C(OCC=2N(C3=CC=CC=C3C2C=CC(=O)O)C)C=C1 (3-(2-[(4-chlorophenoxy)methyl]-1-methyl-1H-indol-3-yl]prop-2-enoic acid), Cl.CN(CCCN=C=NCC)C (1-(3-dimethylaminopropyl)-3-ethylcarbodiimide hydrochloride), CN(C)N1CCCCC1 (dimethylaminopiperidine). The solvent is C(Cl)Cl (methylene chloride). Run at time 8 hour. Yields the product ClC1=CC=C(OCC=2N(C3=CC=CC=C3C2C=CC(=O)N2CCC(CC2)N(C)C)C)C=C1 (2-[(4-chlorophenoxy)methyl]-1-methyl-3-[2-[[4-(dimethylamino)piperidin-1-yl]carbonyl]ethenyl]-1H-indole). RXN SMILES: CN([N:4]1[CH2:9][CH2:8][CH2:7][CH2:6][CH2:5]1)C.[Cl:10][C:11]1[CH:33]=[CH:32][C:14]([O:15][CH2:16][C:17]2[N:18]([CH3:31])[C:19]3[C:24]([C:25]=2[CH:26]=[CH:27][C:28](O)=[O:29])=[CH:23][CH:22]=[CH:21][CH:20]=3)=[CH:13][CH:12]=1.Cl.[CH3:35][N:36](C)[CH2:37]CCN=C=NCC>C(Cl)Cl>[Cl:10][C:11]1[CH:33]=[CH:32][C:14]([O:15][CH2:16][C:17]2[N:18]([CH3:31])[C:19]3[C:24]([C:25]=2[CH:26]=[CH:27][C:28]([N:4]2[CH2:5][CH2:6][CH:7]([N:36]([CH3:37])[CH3:35])[CH2:8][CH2:9]2)=[O:29])=[CH:23][CH:22]=[CH:21][CH:20]=3)=[CH:13][CH:12]=1 |f:2.3|. Procedure: Under a nitrogen atmosphere dimethylaminopiperidine was dissolved in 3.0 ml of methylene chloride. To this solution were added 3-(2-[(4-chlorophenoxy)methyl]-1-methyl-1H-indol-3-yl]prop-2-enoic acid (0.050 g, 0.1462 mmol) and 1-(3-dimethylaminopropyl)-3-ethylcarbodiimide hydrochloride (0.0356 g, 0.278 mmol). The resulting mixture was stirred at room temperature overnight. The reactants are C(=O)C=1C=C(C=CC1OC)B(O)O ((3-formyl-4-methoxyphenyl)boronic acid), BrC1=CN=CS1 (5-bromothiazole). The product is COC1=C(C=O)C=C(C=C1)C1=CN=CS1 (2-Methoxy-5-(thiazol-5-yl)benzaldehyde). As a reaction SMILES: [CH:1]([C:3]1[CH:4]=[C:5](B(O)O)[CH:6]=[CH:7][C:8]=1[O:9][CH3:10])=[O:2].Br[C:15]1[S:19][CH:18]=[N:17][CH:16]=1>>[CH3:10][O:9][C:8]1[CH:7]=[CH:6][C:5]([C:15]2[S:19][CH:18]=[N:17][CH:16]=2)=[CH:4][C:3]=1[CH:1]=[O:2]. Reported procedure: The title compound was prepared by employing the method described in Example 111, Step A with (3-formyl-4-methoxyphenyl)boronic acid and the known 5-bromothiazole (E. J. Trybulski and H. J. Brabander, U.S. Pat. No. 4,990,520, 1991). NMR (400 MHz, CDCl3): δ 10.48 (s, 1H), 8.76 (s, 1H), 8.04 (s, 1H), 8.01 (d, 1H, J=2 Hz), 7.75 (dd, 1H, J=9,2 Hz), 7.05 (d, 1H, J=9 Hz), 3.97 (s, 3H). Mass spectrum (NH3 /CI): 220 (M+1). Starting materials: O1CCC(CC1)CO (tetrahydro-2H-pyran-4-ylmethanol), C(Cl)Cl (CH2Cl2), C1(=CC=C(C=C1)S(=O)(=O)Cl)C (p-toluenesulfonyl chloride). The solvent is N1=CC=CC=C1 (pyridine). Conditions: time 16 hour. The product is CC1=CC=C(C=C1)S(=O)(=O)OCC1CCOCC1 ((tetrahydro-2H-pyran-4-yl)methyl 4-methylbenzenesulfonate). RXN SMILES: [O:1]1[CH2:6][CH2:5][CH:4]([CH2:7][OH:8])[CH2:3][CH2:2]1.C(Cl)Cl.[C:12]1([CH3:22])[CH:17]=[CH:16][C:15]([S:18](Cl)(=[O:20])=[O:19])=[CH:14][CH:13]=1>N1C=CC=CC=1>[CH3:22][C:12]1[CH:17]=[CH:16][C:15]([S:18]([O:8][CH2:7][CH:4]2[CH2:5][CH2:6][O:1][CH2:2][CH2:3]2)(=[O:20])=[O:19])=[CH:14][CH:13]=1. Reported procedure: To a solution of tetrahydro-2H-pyran-4-ylmethanol (Combi-Blocks, 2.0 g, 17.2 mmol) in 10 mL of of CH2Cl2 and 10 mL of of pyridine was added p-toluenesulfonyl chloride (3.5 g, 18.1 mmol) in portions over 15 minutes. The mixture stirred at ambient temperature for 16 hours and was quenched with 10 mL of saturated, aqueous NaHCO3. The layers were separated and the aqueous layer was extracted with three 10 mL portions of CH2Cl2. The combined organic extracts were dried over anhydrous Na2SO4, filtered... The reactants are CN(C1=CC=C(C(=O)OC)C=C1)C(CCC1=CC=CC=C1)=O (methyl 4-[methyl(3-phenylpropanoyl)amino]benzoate), O.NN (hydrazine hydrate). The solvent is CCO (EtOH). Reaction conditions: time 16 hour. Product: N(N)C(=O)C1=CC=C(C=C1)N(C(CCC1=CC=CC=C1)=O)C (N-[4-(hydrazinocarbonyl)phenyl]-N-methyl-3-phenylpropanamide). Isolated yield 100.0%. As a reaction SMILES: [CH3:1][N:2]([C:13](=[O:22])[CH2:14][CH2:15][C:16]1[CH:21]=[CH:20][CH:19]=[CH:18][CH:17]=1)[C:3]1[CH:12]=[CH:11][C:6]([C:7](OC)=[O:8])=[CH:5][CH:4]=1.O.[NH2:24][NH2:25]>CCO>[NH:24]([C:7]([C:6]1[CH:11]=[CH:12][C:3]([N:2]([CH3:1])[C:13](=[O:22])[CH2:14][CH2:15][C:16]2[CH:21]=[CH:20][CH:19]=[CH:18][CH:17]=2)=[CH:4][CH:5]=1)=[O:8])[NH2:25] |f:1.2|. Reported procedure: To a solution of methyl 4-[methyl(3-phenylpropanoyl)amino]benzoate (1600 mg, 5.38 mmol) in EtOH (14 mL) was added hydrazine hydrate (4.0 mL). The resulting mixture was stirred for 16 h at reflux and evaporated under vacuo to give the title compound (1600 mg, 100%) as a gummy colorless oil, which was used in the next step without any further purification.